This data is from the Open Reaction Database (ORD), a public repository of structured organic reaction records. The task is: describe an organic reaction: reactants, conditions, products, and yield The reactants are sodium diethyl dihydroaluminate, [OH-].[Na+] (sodium hydroxide), N1C=C(C2=CC=CC=C12)CCNCC(=O)OCC (Ethyl [[2-(1H-indol-3-yl)-ethyl]-amino]-acetate). The solvent is C1(=CC=CC=C1)C (toluene), O (water), O1CCCC1 (tetrahydrofuran). Run at temperature -10 celsius, time 90 minute. Product: N1C=C(C2=CC=CC=C12)CCNCCO (2-[[2-(1H-indol-3-yl)-ethyl]-amino]-ethanol). Isolated yield 73.0%. RXN SMILES: [NH:1]1[C:9]2[C:4](=[CH:5][CH:6]=[CH:7][CH:8]=2)[C:3]([CH2:10][CH2:11][NH:12][CH2:13][C:14](OCC)=[O:15])=[CH:2]1.[OH-].[Na+]>O1CCCC1.C1(C)C=CC=CC=1.O>[NH:1]1[C:9]2[C:4](=[CH:5][CH:6]=[CH:7][CH:8]=2)[C:3]([CH2:10][CH2:11][NH:12][CH2:13][CH2:14][OH:15])=[CH:2]1 |f:1.2|. Procedure details: 398 g of the product of Step A were dissolved in 4 liters of tetrahydrofuran cooled to +10° C. and while maintaining this temperature, 400 g of 25% sodium diethyl dihydroaluminate in toluene were introduced. The mixture was stirred for 90 minutes while allowing the temperture to rise to 17° C. The medium was cooled to -10° C. and 400 ml of sodium hydroxide solution in 1200 ml of water were introduced over 80 minutes while keeping the temperature at 0° C. during the introduction. The mixture was ... Starting materials: Cl(=O)[O-].[Na+] (sodium chlorite), O1C(=CC=C1)C1=CC(=NN1C1=CC=C(S1)CNC([C@H](C)NC(OC(C)(C)C)=O)=O)C(F)(F)F ((S)-tert-butyl 1-((5-(5-(furan-2-yl)-3-(trifluoromethyl)-1H-pyrazol-1-yl)thiophen-2-yl)methylamino)-1-oxopropan-2-ylcarbamate), P(=O)(O)(O)[O-].[Na+] (sodium dihydrogen phosphate). Run in O (water), C(C)#N (acetonitrile), O (water). Run at temperature 21 celsius, time 3 hour. Product: C(C)(C)(C)OC(=O)N[C@H](C(=O)NCC1=CC=C(S1)N1N=C(C=C1C(=O)O)C(F)(F)F)C ((S)-1-(5-((2-(tert-butoxycarbonylamino)propanamido)methyl)thiophen-2-yl)-3-(trifluoromethyl)-1H-pyrazole-5-carboxylic acid). Isolated yield 88.6%. As a reaction SMILES: [O:1]1C=CC=[C:2]1[C:6]1[N:10]([C:11]2[S:15][C:14]([CH2:16][NH:17][C:18](=[O:29])[C@@H:19]([NH:21][C:22](=[O:28])[O:23][C:24]([CH3:27])([CH3:26])[CH3:25])[CH3:20])=[CH:13][CH:12]=2)[N:9]=[C:8]([C:30]([F:33])([F:32])[F:31])[CH:7]=1.P([O-])(O)(O)=[O:35].[Na+].Cl([O-])=O.[Na+]>C(#N)C.O>[C:24]([O:23][C:22]([NH:21][C@@H:19]([CH3:20])[C:18]([NH:17][CH2:16][C:14]1[S:15][C:11]([N:10]2[C:6]([C:2]([OH:35])=[O:1])=[CH:7][C:8]([C:30]([F:32])([F:31])[F:33])=[N:9]2)=[CH:12][CH:13]=1)=[O:29])=[O:28])([CH3:27])([CH3:26])[CH3:25] |f:1.2,3.4|. Procedure: To a stirred solution of 24 (70 mg, 0.144 mmol) in acetonitrile (0.42 mL) at 0° C. was added a solution of sodium dihydrogen phosphate (87 mg, 0.722 mmol) in water (0.17 mL). Then a solution of sodium chlorite (131 mg, 1.44 mmol) in water (0.59 mL) was added drop wise. The mixture was allowed to reach 21° C., stirring for 3 h at 21° C. The mixture was quenched with 1N NaOH, washed with CH2Cl2 (2×), and the combined organic phase was extracted with 1N NaOH. The combined aqueous phase was acidifie... The reactants are [C-]#N.[Na+] (sodium cyanide), BrC1=CC=C(OC2=C(CBr)C=CC=C2)C=C1 (2-(4-bromophenoxy)benzyl bromide). Run in O (water), C(C)O (ethanol), O (water), C(C)O (ethanol). The product is BrC1=CC=C(OC2=C(C=CC=C2)CC#N)C=C1 (2-(4-bromophenoxy)phenyl acetonitrile). Reaction SMILES: [Br:1][C:2]1[CH:16]=[CH:15][C:5]([O:6][C:7]2[CH:14]=[CH:13][CH:12]=[CH:11][C:8]=2[CH2:9]Br)=[CH:4][CH:3]=1.[C-:17]#[N:18].[Na+]>O.C(O)C>[Br:1][C:2]1[CH:16]=[CH:15][C:5]([O:6][C:7]2[CH:14]=[CH:13][CH:12]=[CH:11][C:8]=2[CH2:9][C:17]#[N:18])=[CH:4][CH:3]=1 |f:1.2|. Reported procedure: 457.8 g of the crude 2-(4-bromophenoxy)benzyl bromide are added over a period of one hour to a mixture that is boiling under reflux of 171.0 g of sodium cyanide in 160 ml of water and 44 ml of ethanol; at the same time 362 ml of ethanol are added dropwise. The mixture is subsequently boiled under reflux for a further 3 hours and then diluted with 1500 ml of water. The aqueous ethanolic phase is washed with 1000 ml of diethyl ether and the ether phase is separated off, washed twice with 200 ml of...